Dataset: the Open Reaction Database (ORD), a public repository of structured organic reaction records. Task: describe an organic reaction: reactants, conditions, products, and yield Reactants: C(=O)C=1N=COC1 (4-formyloxazole), Cl (HCl), [Si](C)(C)(C(C)(C)C)OC(C(C)=O)C(C)O[Si](C)(C)C(C)(C)C (3,4-di(t-butyldimethylsilyloxy)pentan-2-one), [Li] (litium), [Li+].CC(C)[N-]C(C)C (LDA). Solvent: C1CCOC1 (THF), C1CCOC1 (THF), C1CCOC1 (THF). Reaction conditions: temperature 0 celsius, time 10 minute. The product is OC(CC(C(C(C)O[Si](C)(C)C(C)(C)C)O[Si](C)(C)C(C)(C)C)=O)C=1N=COC1 (4-[1-hydroxy-4,5-di(t-butyldimethylsilyloxy)-3-oxohexyl]oxazole). RXN SMILES: [Si:1]([O:8][CH:9]([CH:13]([O:15][Si:16]([C:19]([CH3:22])([CH3:21])[CH3:20])([CH3:18])[CH3:17])[CH3:14])[C:10](=[O:12])[CH3:11])([C:4]([CH3:7])([CH3:6])[CH3:5])([CH3:3])[CH3:2].[Li].[Li+].CC([N-]C(C)C)C.[CH:32]([C:34]1[N:35]=[CH:36][O:37][CH:38]=1)=[O:33].Cl>C1COCC1>[OH:33][CH:32]([C:34]1[N:35]=[CH:36][O:37][CH:38]=1)[CH2:11][C:10](=[O:12])[CH:9]([O:8][Si:1]([C:4]([CH3:7])([CH3:6])[CH3:5])([CH3:3])[CH3:2])[CH:13]([O:15][Si:16]([C:19]([CH3:21])([CH3:20])[CH3:22])([CH3:17])[CH3:18])[CH3:14] |f:2.3,^1:22|. Procedure details: A solution of 3,4-di)t-butyldimethylsilyloxy)pentan-2-one (4, 2.8 g, 8 mmol,) in THF (10 mL) was added to -70° C. solution of litium diisopropylaminde (LDA, 8 mmol) in THF (20 mL). After 10 minutes at -70° C., a solution of 4-formyloxazole (1.0 g, 8 mmol--Preparation 15) in THF (5 mL) was added and the resulting mixture allowed to warm to 0° C. Aqueous HCl was added and the mixture extracted with ether. The organic layer was washed with water and brine, dried over MgSO4, evaporated and the resid... Reactants: NC1=C(C2=C(NC(CCC2)=O)C=C1)OC (7-Amino-6-methoxy-1,3,4,5-tetrahydro-benzo[b]azepin-2-one), ClC1=NC=C(C(=N1)NC1=C(C=C(C=C1)N1CCOCC1)OC)Cl ((2,5-Dichloro-pyrimidin-4-yl)-(2-methoxy-4-morpholin-4-yl-phenyl)-amine), Cl (Hydrogen chloride), COCCO (2-Methoxyethanol). The solvent is O1CCOCC1 (1,4-Dioxane). The product is ClC=1C(=NC(=NC1)NC1=C(C2=C(NC(CCC2)=O)C=C1)OC)NC1=C(C=C(C=C1)N1CCOCC1)OC (7-[5-Chloro-4-(2-methoxy-4-morpholin-4-yl-phenylamino)-pyrimidin-2-ylamino]-6-methoxy-1,3,4,5-tetrahydro-benzo[b]azepin-2-one). RXN SMILES: [NH2:1][C:2]1[CH:13]=[CH:12][C:5]2[NH:6][C:7](=[O:11])[CH2:8][CH2:9][CH2:10][C:4]=2[C:3]=1[O:14][CH3:15].Cl[C:17]1[N:22]=[C:21]([NH:23][C:24]2[CH:29]=[CH:28][C:27]([N:30]3[CH2:35][CH2:34][O:33][CH2:32][CH2:31]3)=[CH:26][C:25]=2[O:36][CH3:37])[C:20]([Cl:38])=[CH:19][N:18]=1.Cl.COCCO>O1CCOCC1>[Cl:38][C:20]1[C:21]([NH:23][C:24]2[CH:29]=[CH:28][C:27]([N:30]3[CH2:31][CH2:32][O:33][CH2:34][CH2:35]3)=[CH:26][C:25]=2[O:36][CH3:37])=[N:22][C:17]([NH:1][C:2]2[CH:13]=[CH:12][C:5]3[NH:6][C:7](=[O:11])[CH2:8][CH2:9][CH2:10][C:4]=3[C:3]=2[O:14][CH3:15])=[N:18][CH:19]=1. Procedure: Combined 7-Amino-6-methoxy-1,3,4,5-tetrahydro-benzo[b]azepin-2-one (110 mg, 0.00053 mol) Isopropyl alcohol, (2,5-Dichloro-pyrimidin-4-yl)-(2-methoxy-4-morpholin-4-yl-phenyl)-amine (170 mg, 0.00048 mol), 4 M of Hydrogen chloride in 1,4-Dioxane (200 uL) and 2-Methoxyethanol (5.3 mL, 0.067 mol;) in a Radley tube, heat to 110° C. for about 4.5 h. Cool to RT and a solid came out of solution, stirred over night Filtration was followed by washing with 2-methoxyethanol to give a yellow powder. The powde...